This data is from the Open Reaction Database (ORD), a public repository of structured organic reaction records. The task is: describe an organic reaction: reactants, conditions, products, and yield Reactants: Cc1ccccc1, CCC(=O)CC(=O)OC, OCCC(c1ccccc1)c1ccccc1. Product: CCC(=O)CC(=O)OCCC(c1ccccc1)c1ccccc1. As a reaction SMILES: [CH3:26][c:27]1[cH:28][cH:29][cH:30][cH:31][cH:32]1.[O:1]=[C:2]([CH2:3][C:4](=[O:5])[O:6][CH3:7])[CH2:8][CH3:9].[c:10]1([CH:16]([CH2:17][CH2:18][OH:19])[c:20]2[cH:21][cH:22][cH:23][cH:24][cH:25]2)[cH:11][cH:12][cH:13][cH:14][cH:15]1>>[O:1]=[C:2]([CH2:3][C:4](=[O:5])[O:6][CH2:7][CH2:17][CH:16]([c:10]1[cH:11][cH:12][cH:13][cH:14][cH:15]1)[c:20]1[cH:21][cH:22][cH:23][cH:24][cH:25]1)[CH2:8][CH3:9]. The reactants are FC1=C(C=C(N)C=C1)C=1OC=2C(=NC=C(C2)C2=CC=C(C=C2)OCCN2CCOCC2)N1 (4-fluoro-3-(6-(4-(2-morpholinoethoxy)phenyl)oxazolo[4,5-b]pyridin-2-yl)aniline), C(C)(=O)[O-].[Na+] (sodium acetate), C(C)(=O)O[BH-](OC(C)=O)OC(C)=O.[Na+] (Sodium triacetoxy borohydride). The solvent is ClCCCl (DCE), CN(C)C=O (DMF). Conditions: temperature 80 celsius. Yields the product FC1=C(C=C(NC)C=C1)C=1OC=2C(=NC=C(C2)C2=CC=C(C=C2)OCCN2CCOCC2)N1 (4-fluoro-N-methyl-3-(6-(4-(2-morpholinoethoxy)phenyl)oxazolo[4,5-b]pyridin-2-yl)aniline). As a reaction SMILES: [F:1][C:2]1[CH:8]=[CH:7][C:5]([NH2:6])=[CH:4][C:3]=1[C:9]1[O:10][C:11]2[C:12]([N:32]=1)=[N:13][CH:14]=[C:15]([C:17]1[CH:22]=[CH:21][C:20]([O:23][CH2:24][CH2:25][N:26]3[CH2:31][CH2:30][O:29][CH2:28][CH2:27]3)=[CH:19][CH:18]=1)[CH:16]=2.[C:33]([O-])(=O)C.[Na+].C(O[BH-](OC(=O)C)OC(=O)C)(=O)C.[Na+]>ClCCCl.CN(C=O)C>[F:1][C:2]1[CH:8]=[CH:7][C:5]([NH:6][CH3:33])=[CH:4][C:3]=1[C:9]1[O:10][C:11]2[C:12]([N:32]=1)=[N:13][CH:14]=[C:15]([C:17]1[CH:22]=[CH:21][C:20]([O:23][CH2:24][CH2:25][N:26]3[CH2:31][CH2:30][O:29][CH2:28][CH2:27]3)=[CH:19][CH:18]=1)[CH:16]=2 |f:1.2,3.4|. Procedure: In a 40 ml vial 4-fluoro-3-(6-(4-(2-morpholinoethoxy)phenyl)oxazolo[4,5-b]pyridin-2-yl)aniline I-23 (15 mg, 0.032 mmol, 1.0 eq.) was dissolved in DCE. Paraformadelhyde (30 mg) followed by sodium acetate (2.62 mg, 0.032 mmol, 1.0 eq) was added and reaction was heated for one hour. Sodium triacetoxy borohydride (16 mg, 0.08 mmol, 2.5 eq) was added and the reaction was heated to 80° C. for 4 hours. LCMS indicated that the reaction was complete with a formation of new peak of desired mass 449.2 (M+1...